Task: describe an organic reaction: reactants, conditions, products, and yield. Dataset: the Open Reaction Database (ORD), a public repository of structured organic reaction records Reactants: [N+](CCCC)(CCCC)(CCCC)CCCC.[F-].O.O.O (Bu4NF trihydrate), FC=1C(=C(C=CC1)C(CC(CO)(O[Si](C)(C)C)C(F)(F)F)(C)C)OC (4-(3-fluoro-2-methoxyphenyl)-4-methyl-2-trifluoromethyl-2-trimethylsilyloxy-pentan-1-ol), O (water). The solvent is C1CCOC1 (THF). Reaction conditions: time 1 hour. Product: FC=1C(=C(C=CC1)C(CC(CO)(C(F)(F)F)O)(C)C)OC (4-(3-Fluoro-2-methoxyphenyl)-2-hydroxy-4-methyl-2-(trifluoromethyl)-pentan-1-ol). The yield is 81.2%. Reaction SMILES: [F:1][C:2]1[C:3]([O:24][CH3:25])=[C:4]([C:8]([CH3:23])([CH3:22])[CH2:9][C:10]([C:18]([F:21])([F:20])[F:19])([O:13][Si](C)(C)C)[CH2:11][OH:12])[CH:5]=[CH:6][CH:7]=1.[N+](CCCC)(CCCC)(CCCC)CCCC.[F-].O.O.O.O>C1COCC1>[F:1][C:2]1[C:3]([O:24][CH3:25])=[C:4]([C:8]([CH3:23])([CH3:22])[CH2:9][C:10]([OH:13])([C:18]([F:21])([F:20])[F:19])[CH2:11][OH:12])[CH:5]=[CH:6][CH:7]=1 |f:1.2.3.4.5|. Reported procedure: 4.11 g (10.75 mmol) of 4-(3-fluoro-2-methoxyphenyl)-4-methyl-2-trifluoromethyl-2-trimethylsilyloxy-pentan-1-ol is dissolved in 61 ml of THF, mixed with 3.39 g (10.746 mmol) of Bu4NF trihydrate, and stirred for one hour at room temperature. The reaction mixture is poured into water and extracted twice with diethyl ether. The organic phases are washed as usual with water and brine. After the desiccant is dried and filtered off, and after the solvent is spun in, the remaining residue is chromatogra... Reactants: FC(CCl)F (2,2-difluoro-1-chloroethane), C1(CCC(N1)=O)=O (succinimide), C([O-])([O-])=O.[K+].[K+] (potassium carbonate). Reagents/catalysts: [Br-].C(CCC)[N+](CCCC)(CCCC)CCCC (tetra(n-butyl)ammonium bromide). Conditions: temperature 120 celsius, time 16 hour. The product is FC(CN1C(CCC1=O)=O)F (1-(2,2-difluoroethyl)pyrrolidine-2,5-dione). Yield: 117.8%. RXN SMILES: [F:1][CH:2]([F:5])[CH2:3]Cl.[C:6]1(=[O:12])[NH:10][C:9](=[O:11])[CH2:8][CH2:7]1.C(=O)([O-])[O-].[K+].[K+]>[Br-].C([N+](CCCC)(CCCC)CCCC)CCC>[F:1][CH:2]([F:5])[CH2:3][N:10]1[C:6](=[O:12])[CH2:7][CH2:8][C:9]1=[O:11] |f:2.3.4,5.6|. Reported procedure: An amount of 204.9 g (1.9 mol) of 2,2-difluoro-1-chloroethane, 3.22 g (9.9 mmol) of tetra(n-butyl)ammonium bromide and 20 g (0.19 mol) of succinimide are treated with 83.6 g (0.599 mol) of potassium carbonate. The reaction mixture is stirred in an autoclave under pressure at 120° C. for 16 h. After the end of the reaction, cooling is carried out to ambient temperature and the reaction mixture is subsequently filtered. The filter residue is washed with dichloromethane and the solvent is removed u... Starting materials: C(C1=CC=CC=C1)OC(C1=C(C=CC=C1)SCC1=CC=CC=C1)=O (2-Benzylsulfanyl Benzoic Acid Benzyl Ester), [OH-].[Na+] (NaOH), [OH-].[K+] (KOH). Run at time 8 hour. Yields the product C(C1=CC=CC=C1)SC1=C(C(=O)O)C=CC=C1 (2-Benzylsulfanyl Benzoic Acid). Reaction SMILES: C([O:8][C:9](=[O:24])[C:10]1[CH:15]=[CH:14][CH:13]=[CH:12][C:11]=1[S:16][CH2:17][C:18]1[CH:23]=[CH:22][CH:21]=[CH:20][CH:19]=1)C1C=CC=CC=1.[OH-].[Na+].[OH-].[K+]>>[CH2:17]([S:16][C:11]1[CH:12]=[CH:13][CH:14]=[CH:15][C:10]=1[C:9]([OH:24])=[O:8])[C:18]1[CH:19]=[CH:20][CH:21]=[CH:22][CH:23]=1 |f:1.2,3.4|. Procedure: To a suspension of 2-benzylsulfanyl benzoic acid benzyl ester 2 (113 mg, 0.34 mmol) was added 1.6 mL of 1N NaOH. KOH (1 pellet) was added and the reaction was continued overnight. The acetone was removed and a small amount of water was added. The aqueous solution was washed with CH2Cl2(3). The aqueous phase was acidified until pH of 2–3 was reached then extracted with CH2Cl2(3X), dried with MgSO4 and filtered and concentrated to give a white solid. Starting materials: C1(=CC=CC=C1)S(=O)(=O)CC1=NNC(=N1)C=1OC=CC1 (3-benzenesulfonylmethyl-5-furan-2-yl-1H-[1,2,4]triazole), ClC=1C=C(C=C(C1)Cl)C=CC#N (3-(3,5-dichloro-phenyl)-acrylonitrile). The product is ClC=1C=C(C=C(C1)Cl)C1=CC=2N(C(=C1)N)N=C(N2)C=2OC=CC2 (7-(3,5-Dichloro-phenyl)-2-furan-2-yl-[1,2,4]triazolo[1,5-a]pyridin-5-ylamine). Reaction SMILES: C1(S([CH2:10][C:11]2[N:15]=[C:14]([C:16]3[O:17][CH:18]=[CH:19][CH:20]=3)[NH:13][N:12]=2)(=O)=O)C=CC=CC=1.[Cl:21][C:22]1[CH:23]=[C:24]([CH:29]=[CH:30][C:31]#[N:32])[CH:25]=[C:26]([Cl:28])[CH:27]=1>>[Cl:21][C:22]1[CH:23]=[C:24]([C:29]2[CH:30]=[C:31]([NH2:32])[N:12]3[N:13]=[C:14]([C:16]4[O:17][CH:18]=[CH:19][CH:20]=4)[N:15]=[C:11]3[CH:10]=2)[CH:25]=[C:26]([Cl:28])[CH:27]=1. Procedure: The title compound, mp. 257-260° C. and MS m/e (%): 345 (M+H+, 100), was prepared in accordance with the general method of example 1 from 3-benzenesulfonylmethyl-5-furan-2-yl-1H-[1,2,4]triazole and 3-(3,5-dichloro-phenyl)-acrylonitrile Reactants: CC(=O)O, O=[N+]([O-])c1cc2c(cc1O)C(F)(F)OC2(F)F, [Fe], O. The product is Nc1cc2c(cc1O)C(F)(F)OC2(F)F. RXN SMILES: [CH3:18][C:19](=[O:20])[OH:21].[F:1][C:2]1([F:17])[O:3][C:4]([F:15])([F:16])[c:5]2[cH:6][c:7]([OH:14])[c:8]([N+:11]([O-:12])=[O:13])[cH:9][c:10]21.[Fe:22].[OH2:23]>>[F:1][C:2]1([F:17])[O:3][C:4]([F:15])([F:16])[c:5]2[cH:6][c:7]([OH:14])[c:8]([NH2:11])[cH:9][c:10]21. Product: COc1cc2nc(Cl)n3ncnc3c2cc1OC. Reaction SMILES: [CH3:1][O:2][c:3]1[c:4]([O:17][CH3:18])[cH:5][c:6]2[c:7]3[n:8]([c:9](=[O:13])[n:10][c:11]2[cH:12]1)[nH:14][cH:15][n:16]3.[O:19]([Cl:20])[Cl:21]>>[CH3:1][O:2][c:3]1[c:4]([O:17][CH3:18])[cH:5][c:6]2[c:7]3[n:8]([c:9]([Cl:20])[n:10][c:11]2[cH:12]1)[n:14][cH:15][n:16]3. Reactants: COc1cc2nc(=O)n3[nH]cnc3c2cc1OC, ClOCl. As a reaction SMILES: I.CO[C:4]1[C:9]([O:10][C:11]2[CH:16]=[CH:15][CH:14]=[CH:13][C:12]=2[CH3:17])=[CH:8][CH:7]=[CH:6][C:5]=1[CH:18]([CH2:22][CH2:23][CH3:24])[C:19]([OH:21])=[O:20]>C(OC(=O)C)(=O)C>[CH2:22]([CH:18]1[C:5]2[CH:6]=[CH:7][CH:8]=[C:9]([O:10][C:11]3[CH:16]=[CH:15][CH:14]=[CH:13][C:12]=3[CH3:17])[C:4]=2[O:20][C:19]1=[O:21])[CH2:23][CH3:24]. The yield is 63.2%. The solvent is C(C)(=O)OC(C)=O (acetic anhydride). Procedure: Hydriodic acid (55-58%, 20 ml) was added portionwise to a solution of 2-[2-methoxy-3-(o-tolyloxy)phenyl]valeric acid (3.7 g) in acetic anhydride (10 ml) with stirring under ice-cooling, and the mixture was refluxed under heating for an hour. After cooling, the reaction mixture was evaporated. The oily residue was purified by column chromatography (silica gel, benzene) to give oily 3-n-propyl-7-(o-tolyloxy)-2,3-dihydrobenzofuran-2-one (2.1 g). The reactants are I (Hydriodic acid), COC1=C(C=CC=C1OC1=C(C=CC=C1)C)C(C(=O)O)CCC (2-[2-methoxy-3-(o-tolyloxy)phenyl]valeric acid). The product is C(CC)C1C(OC2=C1C=CC=C2OC2=C(C=CC=C2)C)=O (3-n-propyl-7-(o-tolyloxy)-2,3-dihydrobenzofuran-2-one).